Dataset: the Open Reaction Database (ORD), a public repository of structured organic reaction records. Task: describe an organic reaction: reactants, conditions, products, and yield Reactants: CSC1=NC2=C(N1)C=CC=C2 (2-(methylthio)-1H-benzimidazole), BrCCCCl (1-bromo-3-chloropropane), C([O-])([O-])=O.[Na+].[Na+] (sodium carbonate), CC(CC(C)=O)C (4-methyl-2-pentanone). Solvent: O (water). Product: ClCCCN1C(=NC2=C1C=CC=C2)SC (1-(3-chloropropyl)-2-(methylthio)-1H-benzimidazole). Isolated yield 50.0%. RXN SMILES: [CH3:1][S:2][C:3]1[NH:7][C:6]2[CH:8]=[CH:9][CH:10]=[CH:11][C:5]=2[N:4]=1.Br[CH2:13][CH2:14][CH2:15][Cl:16].C(=O)([O-])[O-].[Na+].[Na+].CC(C)CC(=O)C>O>[Cl:16][CH2:15][CH2:14][CH2:13][N:7]1[C:6]2[CH:8]=[CH:9][CH:10]=[CH:11][C:5]=2[N:4]=[C:3]1[S:2][CH3:1] |f:2.3.4|. Procedure details: A mixture of 8.2 parts of 2-(methylthio)-1H-benzimidazole, 16 parts of 1-bromo-3-chloropropane, 5.3 parts of sodium carbonate and 200 parts of 4-methyl-2-pentanone is stirred and refluxed for 44 hours. After cooling, water is added and the layers are separated. The organic phase is dried, filtered and evaporated. The residue is stirred in 2,2'-oxybispropane. The unreacted starting material is filtered off and the filtrate is evaporated, yielding 6 parts (50%) of 1-(3-chloropropyl)-2-(methylthio)... The reactants are C(C)(C)(C)OC(=O)N1CCC(CC1)C1=C2C=C(N(C2=CC=C1)CC1=CC(=CC=C1)F)C(N)=O (4-[2-Carbamoyl-1-(3-fluoro-benzyl)-1H-indol-4-yl]-piperidine-1-carboxylic acid tert-butyl ester), Cl (hydrochloric acid). Run in C(C)O (ethanol). Conditions: temperature 100 celsius. Product: FC=1C=C(CN2C(=CC3=C(C=CC=C23)C2CCNCC2)C(=O)N)C=CC1 (1-(3-Fluoro-benzyl)-4-piperidin-4-yl-1H-indole-2-carboxylic acid amide). As a reaction SMILES: C(OC([N:8]1[CH2:13][CH2:12][CH:11]([C:14]2[CH:22]=[CH:21][CH:20]=[C:19]3[C:15]=2[CH:16]=[C:17]([C:31](=[O:33])[NH2:32])[N:18]3[CH2:23][C:24]2[CH:29]=[CH:28][CH:27]=[C:26]([F:30])[CH:25]=2)[CH2:10][CH2:9]1)=O)(C)(C)C.Cl>C(O)C>[F:30][C:26]1[CH:25]=[C:24]([CH:29]=[CH:28][CH:27]=1)[CH2:23][N:18]1[C:19]2[C:15](=[C:14]([CH:11]3[CH2:12][CH2:13][NH:8][CH2:9][CH2:10]3)[CH:22]=[CH:21][CH:20]=2)[CH:16]=[C:17]1[C:31]([NH2:32])=[O:33]. Reported procedure: 4-[2-Carbamoyl-1-(3-fluoro-benzyl)-1H-indol-4-yl]-piperidine-1-carboxylic acid tert-butyl ester (76 mg) was dissolved in 4 ml ethanol. To this solution was added 2 M ethanolic hydrochloric acid solution (1 ml.) The reaction mixture was heated at 100° C. for 20 minutes, at which time a crystalline solid formed. The solution was allowed to cool to room temperature and 40 mg of 1-(3-Fluoro-benzyl)-4-piperidin-4-yl-1H-indole-2-carboxylic acid amide hydrochloride salt was collected as a yellow powder... Starting materials: O.NN (Hydrazine hydrate), O=C1C=CN(C=C1)C1=CC=C(C(=O)C(CC(=O)O)C)C=C1 (3-[4-(4-oxo-1,4-dihydropyridin-1-yl)benzoyl]butanoic acid). Run in O (water). The product is CC1CC(NN=C1C1=CC=C(C=C1)N1C=CC(C=C1)=O)=O (5-Methyl-6-[4-(4-oxo-1,4-dihydropyridin-1-yl)phenyl]-4,5-dihydro-3(2H)-pyridazinone). RXN SMILES: O.[NH2:2][NH2:3].[O:4]=[C:5]1[CH:10]=[CH:9][N:8]([C:11]2[CH:24]=[CH:23][C:14]([C:15]([CH:17]([CH3:22])[CH2:18][C:19](O)=[O:20])=O)=[CH:13][CH:12]=2)[CH:7]=[CH:6]1>O>[CH3:22][CH:17]1[C:15]([C:14]2[CH:23]=[CH:24][C:11]([N:8]3[CH:9]=[CH:10][C:5](=[O:4])[CH:6]=[CH:7]3)=[CH:12][CH:13]=2)=[N:3][NH:2][C:19](=[O:20])[CH2:18]1 |f:0.1|. Reported procedure: Hydrazine hydrate (1.8 g) was added to a suspension of 3-[4-(4-oxo-1,4-dihydropyridin-1-yl)benzoyl]butanoic acid (5 g) in water (60 ml). The resulting solution was stirred under reflux for 2 hours and cooled to afford the title compound as a pale yellow solid, 4.45 g, m.p. 255°-258° C. The reactants are O=C(OCc1nc(C=Cc2cn(-c3ccccc3)nc2O)cs1)c1ccccc1, O=C([O-])[O-], CN(C)C=O, CCOC(=O)Cc1ccc(-c2nc(COc3ccc(CCl)cc3OC)c(C)o2)cc1, Cl, [K+], [K+], O. Product: CCOC(=O)Cc1ccc(-c2nc(COc3ccc(COc4nn(-c5ccccc5)cc4C=Cc4csc(COC(=O)c5ccccc5)n4)cc3OC)c(C)o2)cc1. As a reaction SMILES: [C:32]([c:33]1[cH:34][cH:35][cH:36][cH:37][cH:38]1)(=[O:39])[O:40][CH2:41][c:42]1[s:43][cH:44][c:45]([CH:47]=[CH:48][c:49]2[c:50]([OH:60])[n:51][n:52](-[c:54]3[cH:55][cH:56][cH:57][cH:58][cH:59]3)[cH:53]2)[n:46]1.[C:61](=[O:62])([O-:63])[O-:64].[CH3:67][N:68]([CH3:69])[CH:70]=[O:71].[Cl:1][CH2:2][c:3]1[cH:4][c:5]([O:29][CH3:30])[c:6]([O:7][CH2:8][c:9]2[n:10][c:11](-[c:15]3[cH:16][cH:17][c:18]([CH2:21][C:22](=[O:23])[O:24][CH2:25][CH3:26])[cH:19][cH:20]3)[o:12][c:13]2[CH3:14])[cH:27][cH:28]1.[ClH:31].[K+:65].[K+:66].[OH2:72]>>[CH2:2]([c:3]1[cH:4][c:5]([O:29][CH3:30])[c:6]([O:7][CH2:8][c:9]2[n:10][c:11](-[c:15]3[cH:16][cH:17][c:18]([CH2:21][C:22](=[O:23])[O:24][CH2:25][CH3:26])[cH:19][cH:20]3)[o:12][c:13]2[CH3:14])[cH:27][cH:28]1)[O:60][c:50]1[c:49]([CH:48]=[CH:47][c:45]2[cH:44][s:43][c:42]([CH2:41][O:40][C:32]([c:33]3[cH:34][cH:35][cH:36][cH:37][cH:38]3)=[O:39])[n:46]2)[cH:53][n:52](-[c:54]2[cH:55][cH:56][cH:57][cH:58][cH:59]2)[n:51]1. The reactants are ClC=1C(=NC2=CC=C(C=C2N1)C(=O)OC)C1=CC=C(C=C1)F (methyl 3-chloro-2-(4-fluorophenyl)quinoxaline-6-carboxylate), O1CCC(CC1)N (tetrahydro-2H-pyran-4-amine), CCN(C(C)C)C(C)C (DIEA). Run in CS(=O)C (DMSO), ClCCl (dichloromethane). Run at temperature 100 celsius, time 8 hour. Yields the product FC1=CC=C(C=C1)C1=NC2=CC=C(C=C2N=C1NC1CCOCC1)C(=O)OC (methyl 2-(4-fluorophenyl)-3-(tetrahydro-2H-pyran-4-ylamino)quinoxaline-6-carboxylate). Yield: 74.9%. RXN SMILES: Cl[C:2]1[C:3]([C:16]2[CH:21]=[CH:20][C:19]([F:22])=[CH:18][CH:17]=2)=[N:4][C:5]2[C:10]([N:11]=1)=[CH:9][C:8]([C:12]([O:14][CH3:15])=[O:13])=[CH:7][CH:6]=2.[O:23]1[CH2:28][CH2:27][CH:26]([NH2:29])[CH2:25][CH2:24]1.CCN(C(C)C)C(C)C>CS(C)=O.ClCCl>[F:22][C:19]1[CH:20]=[CH:21][C:16]([C:3]2[C:2]([NH:29][CH:26]3[CH2:27][CH2:28][O:23][CH2:24][CH2:25]3)=[N:11][C:10]3[C:5](=[CH:6][CH:7]=[C:8]([C:12]([O:14][CH3:15])=[O:13])[CH:9]=3)[N:4]=2)=[CH:17][CH:18]=1. Reported procedure: To a solution of methyl 3-chloro-2-(4-fluorophenyl)quinoxaline-6-carboxylate (200.0 mg, 0.63 mmol) in DMSO (1.5 mL) was added tetrahydro-2H-pyran-4-amine (127.8 mg, 1.26 mmol), DIEA (163.3 mg, 1.27 mmol) under nitrogen atmosphere. After stirring overnight at 100° C., the reaction mixture was dissolved in dichloromethane (30 mL), washed with water (3×10 mL), dried over anhydrous magnesium sulfate and concentrated under reduced pressure to afford a residue, which was purified by a silica gel colum... Reactants: C=CCOP(=O)(OCC=C)OCc1ccc(COC(C)=O)c(C(=O)O)c1, CN(C)C=O, O=C(Cl)C(=O)Cl, C1CCOC1. Product: C=CCOP(=O)(OCC=C)OCc1ccc(COC(C)=O)c(C(=O)Cl)c1. Reaction SMILES: [C:1]([CH3:2])(=[O:3])[O:4][CH2:5][c:6]1[c:7]([C:8](=[O:9])[OH:10])[cH:11][c:12]([CH2:15][O:16][P:17](=[O:18])([O:19][CH2:20][CH:21]=[CH2:22])[O:23][CH2:24][CH:25]=[CH2:26])[cH:13][cH:14]1.[CH3:33][N:34]([CH3:35])[CH:36]=[O:37].[Cl:27][C:28]([C:29]([Cl:30])=[O:31])=[O:32].[O:38]1[CH2:39][CH2:40][CH2:41][CH2:42]1>>[C:1]([CH3:2])(=[O:3])[O:4][CH2:5][c:6]1[c:7]([C:8](=[O:9])[Cl:27])[cH:11][c:12]([CH2:15][O:16][P:17](=[O:18])([O:19][CH2:20][CH:21]=[CH2:22])[O:23][CH2:24][CH:25]=[CH2:26])[cH:13][cH:14]1. The reactants are C(C)OC(CCCN1C(C=CC1=O)=O)OCC (4-Maleimidobutyraldehyde diethylacetal). Solvent: O1CCCC1 (tetrahydrofuran), O (water). Conditions: time 12 hour. Yields the product C1(C=CC(N1CCCC=O)=O)=O (4-maleimidobutyraldehyde). RXN SMILES: C([O:3][CH:4](OCC)[CH2:5][CH2:6][CH2:7][N:8]1[C:12](=[O:13])[CH:11]=[CH:10][C:9]1=[O:14])C>O1CCCC1.O>[C:12]1(=[O:13])[N:8]([CH2:7][CH2:6][CH2:5][CH:4]=[O:3])[C:9](=[O:14])[CH:10]=[CH:11]1. Procedure details: 4-Maleimidobutyraldehyde diethylacetal (2 g, 8.29 mmol) in tetrahydrofuran (20 ml) and water (0.5 ml) was stirred under argon and DOWEX 50X8 ion exchange resin (H+, 2 g, ®Dow Chemical Co.) was added. After 12 hours stirring at room temperature, the solvent was decanted, dried (MgSO4) and evaporated in vacuo to afford 4-maleimidobutyraldehyde (formula III) as a yellow oil which rapidly solidified on standing (1.38 g, 99%); TLC Rf=0.4, ethyl acetate/hexane 1:1. The 4-maleimidobutyraldehyde turned ... Starting materials: CC1=C(C(=CC=C1)C)N1C(N(CC1)C1=C(C=CC=C1C)C)=N (1,3-bis(2',6'-dimethylphenyl)-2-imino-imidazolidine), N1=CC=CC=C1 (pyridine), C(C1=CC=CC=C1)(=O)Cl (benzoyl chloride). Run in ClCCCl (1,2-dichloroethane). The product is CC1=C(C(=CC=C1)C)N1C(N(CC1)C1=C(C=CC=C1C)C)=NC(C1=CC=CC=C1)=O (1,3-bis(2',6'-dimethylphenyl)-2-benzoylimino-imidazolidine). Yield: 74.0%. Reaction SMILES: [CH3:1][C:2]1[CH:7]=[CH:6][CH:5]=[C:4]([CH3:8])[C:3]=1[N:9]1[CH2:13][CH2:12][N:11]([C:14]2[C:19]([CH3:20])=[CH:18][CH:17]=[CH:16][C:15]=2[CH3:21])[C:10]1=[NH:22].N1C=CC=CC=1.[C:29](Cl)(=[O:36])[C:30]1[CH:35]=[CH:34][CH:33]=[CH:32][CH:31]=1>ClCCCl>[CH3:20][C:19]1[CH:18]=[CH:17][CH:16]=[C:15]([CH3:21])[C:14]=1[N:11]1[CH2:12][CH2:13][N:9]([C:3]2[C:4]([CH3:8])=[CH:5][CH:6]=[CH:7][C:2]=2[CH3:1])[C:10]1=[N:22][C:29](=[O:36])[C:30]1[CH:35]=[CH:34][CH:33]=[CH:32][CH:31]=1. Procedure details: A mixture of 1.0 g (3.4 mmoles) of 1,3-bis(2',6'-dimethylphenyl)-2-imino-imidazolidine, prepared as described in Example 1, Method (a), 10 ml of 1,2-dichloroethane, 0.33 ml (0.32 g, 4.0 mmole) of dry pyridine and 0.46 ml (0.56 g, 4.0 mmoles) of benzoyl chloride is heated on a steam bath for 2 hours. The cooled mixture is washed thrice with 10 ml of water each, thrice with 10 ml of 10% aqueous sodium hydrogencarbonate solution each, and again thrice with 10 ml of water each, dried over anhydrous ... Yields the product O=C1N(CCC2=CC=CC=C12)C(C(C(=O)OC(C)(C)C)NC(=O)C)C(C[N+](=O)[O-])O (3-(1, 2, 3, 4-tetrahydro-1-oxo-isoquinoline-2-yl)-acetamino-4-hydroxy-5-nitro-pentanoic acid, tert-butyl ester). As a reaction SMILES: CC([O-])(C)C.[K+].[N+:7]([CH3:10])([O-:9])=[O:8].[O:11]=[C:12]1[C:21]2[C:16](=[CH:17][CH:18]=[CH:19][CH:20]=2)[CH2:15][CH2:14][N:13]1[CH:22]([C:35](=[O:37])C)[CH:23]([NH:31][C:32]([CH3:34])=[O:33])[C:24]([O:26][C:27]([CH3:30])([CH3:29])[CH3:28])=[O:25]>CN(C)C=O>[O:11]=[C:12]1[C:21]2[C:16](=[CH:17][CH:18]=[CH:19][CH:20]=2)[CH2:15][CH2:14][N:13]1[CH:22]([CH:35]([OH:37])[CH2:10][N+:7]([O-:9])=[O:8])[CH:23]([NH:31][C:32]([CH3:34])=[O:33])[C:24]([O:26][C:27]([CH3:30])([CH3:29])[CH3:28])=[O:25] |f:0.1|. Reported procedure: To 1.15 g (10.0 mMol) of KOtBu (potassium tertbutoxide) in dimethylformamide (30 mL) at 0° C. under nitrogen and nitromethane (1.75 mL, 32.5 mMol) was added 3-(1,2,3,4-tetrahydro-1-oxo-isoquinoline-2-yl)-acetamino-4-oxo-pentanoic acid, tert-butyl ester (3.6 g, 10.0 mMol). After 3 hours at 0° C. the reaction was quenched by addition of 1.5 mL of acetic acid and partitioned between ethyl acetate (200 mL) and water (20 mL). The organic phase was washed with saturated aqueous sodium hydrogen carbona... The solvent is CN(C=O)C (dimethylformamide). The reactants are CC(C)(C)[O-].[K+] (KOtBu), [N+](=O)([O-])C (nitromethane), O=C1N(CCC2=CC=CC=C12)C(C(C(=O)OC(C)(C)C)NC(=O)C)C(C)=O (3-(1,2,3,4-tetrahydro-1-oxo-isoquinoline-2-yl)-acetamino-4-oxo-pentanoic acid, tert-butyl ester). The yield is 64.1%.